This data is from the Open Reaction Database (ORD), a public repository of structured organic reaction records. The task is: describe an organic reaction: reactants, conditions, products, and yield Starting materials: FC1=CC(=C(C(=O)OC)C=C1S(=O)(=O)C)C (methyl 4-fluoro-5-methanesulfonyl-2-methylbenzoate), FC1(CC(C1)O)F (3,3-difluorocyclobutanol), C(=O)([O-])[O-].[Cs+].[Cs+] (Cs2CO3). The solvent is CN1CCCC1=O (NMP), C(=O)(O)[O-].[Na+] (NaHCO3). Conditions: temperature 60 celsius, time 4 hour. Yields the product FC1(CC(C1)OC1=CC(=C(C(=O)OC)C=C1S(=O)(=O)C)C)F (Methyl 4-(3,3-difluorocyclobutoxy)-5-methanesulfonyl-2-methylbenzoate). The yield is 75.6%. RXN SMILES: F[C:2]1[C:11]([S:12]([CH3:15])(=[O:14])=[O:13])=[CH:10][C:5]([C:6]([O:8][CH3:9])=[O:7])=[C:4]([CH3:16])[CH:3]=1.[F:17][C:18]1([F:23])[CH2:21][CH:20]([OH:22])[CH2:19]1.C([O-])([O-])=O.[Cs+].[Cs+]>CN1C(=O)CCC1.C([O-])(O)=O.[Na+]>[F:17][C:18]1([F:23])[CH2:21][CH:20]([O:22][C:2]2[C:11]([S:12]([CH3:15])(=[O:14])=[O:13])=[CH:10][C:5]([C:6]([O:8][CH3:9])=[O:7])=[C:4]([CH3:16])[CH:3]=2)[CH2:19]1 |f:2.3.4,6.7|. Procedure details: 370 mg of methyl 4-fluoro-5-methanesulfonyl-2-methylbenzoate, 297 mg of 3,3-difluorocyclobutanol and 1.47 g of Cs2CO3 were dissolved in 10 ml of anhydrous NMP and stirred at 60° C. for 4 h. The reaction mixture was then diluted with 125 ml of a 50% concentrated aqueous NaHCO3 solution and extracted 3 times with 100 ml of EA each time. It was dried over Na2SO4, and the solvent was removed in vacuo. Chromatography on silica gel with DIP resulted in 380 mg of a colorless oil. Reactants: NC=1SC=C(C1C(=O)OCC)C1=CC=CC=C1 (Ethyl 2-amino-4-phenyl-thiophene-3-carboxylate), FC(C(=N)N)(F)F (trifluoroacetamidine), FC(C(=N)N)(F)F (trifluoroacetamidine). Solvent: C(C)O (ethanol). Product: C1(=CC=CC=C1)C1=CSC=2N=C(NC(C21)=O)C(F)(F)F (5-phenyl-2-(trifluoromethyl)-3H-thieno[2,3-d]pyrimidin-4-one). The yield is 49.9%. As a reaction SMILES: [NH2:1][C:2]1[S:3][CH:4]=[C:5]([C:12]2[CH:17]=[CH:16][CH:15]=[CH:14][CH:13]=2)[C:6]=1[C:7]([O:9]CC)=O.[F:18][C:19]([F:24])([F:23])[C:20](N)=[NH:21]>C(O)C>[C:12]1([C:5]2[C:6]3[C:7](=[O:9])[NH:21][C:20]([C:19]([F:24])([F:23])[F:18])=[N:1][C:2]=3[S:3][CH:4]=2)[CH:13]=[CH:14][CH:15]=[CH:16][CH:17]=1. Procedure: Ethyl 2-amino-4-phenyl-thiophene-3-carboxylate (2 g, 8.087 mmol) and trifluoroacetamidine (4.531 g, 40.44 mmol) were combined in ethanol (20 mL) and heated to reflux overnight. Further trifluoroacetamidine (4.531 g, 40.44 mmol) was added and the reaction heated to reflux for a further 18 hours. The reaction mixture was allowed to cool to room temperature. The resulting precipitate was filtered off, washed with ethanol (5 mL) and dried in vacuo at 40° C. to afford 5-phenyl-2-(trifluoromethyl)-3H-... Starting materials: FC(OC=1C=C2CC(NC2=CC1)=O)(F)F (5-(trifluoromethoxy)indolin-2-one), N1N=NC2=C1C=CC(=C2)C=O (1H-benzo[d][1,2,3]triazole-5-carbaldehyde), N1CCCCC1 (piperidine). Solvent: CO (MeOH). Reaction conditions: temperature 60 celsius. Product: N1N=NC2=C1C=CC(=C2)\C=C/2\C(NC1=CC=C(C=C21)OC(F)(F)F)=O ((E)-3-((1H-benzo[d][1,2,3]triazol-5-yl)methylene)-5-(trifluoromethoxy)indolin-2-one). Yield: 23.3%. Reaction SMILES: [F:1][C:2]([F:15])([F:14])[O:3][C:4]1[CH:5]=[C:6]2[C:10](=[CH:11][CH:12]=1)[NH:9][C:8](=[O:13])[CH2:7]2.[NH:16]1[C:20]2[CH:21]=[CH:22][C:23]([CH:25]=O)=[CH:24][C:19]=2[N:18]=[N:17]1.N1CCCCC1>CO>[NH:16]1[C:20]2[CH:21]=[CH:22][C:23](/[CH:25]=[C:7]3/[C:8](=[O:13])[NH:9][C:10]4[C:6]/3=[CH:5][C:4]([O:3][C:2]([F:1])([F:14])[F:15])=[CH:12][CH:11]=4)=[CH:24][C:19]=2[N:18]=[N:17]1. Procedure: A scintillation vial was charged with 5-(trifluoromethoxy)indolin-2-one (27 mg, 0.124 mmol), 1H-benzo[d][1,2,3]triazole-5-carbaldehyde (20 mg, 0.136 mmol), piperidine (2 uL, 0.012 mmol) and MeOH (2 mL). The reaction was then heated to 60° C. for 2 hrs. The MeOH was removed in vacuo and the residue purified by column chromatography (silica gel, 95:4:1, CH2Cl2/MeOH/AcOH) to give the title compound as a yellow solid (10 mg, 23%). 1H NMR (400 MHz, CD3OD) δ 8.23 (s, 1H), 8.04 (d, J=4.5 Hz, 1H), 8.02 ... Reactants: C1(=CC=CC=C1)COC(NC1=CC(=CC(=C1)OCCCCC(=O)OC)OCCCCCCCCCCCCCCCCCC)=O (3-(octadecyloxy)-5-[(5-methoxy-5-oxopentyl)oxy]phenylcarbamic acid phenylmethyl ester), [H][H] (hydrogen). Reagents/catalysts: [Pd] (palladium on carbon). The solvent is C1CCOC1 (THF). The product is COC(CCCCOC1=CC(=CC(=C1)OCCCCCCCCCCCCCCCCCC)N)=O (5-[3-amino-5(octadecyloxy)phenoxy]pentanoic acid methyl ester). Yield: 97.2%. As a reaction SMILES: C1(COC(=O)[NH:10][C:11]2[CH:16]=[C:15]([O:17][CH2:18][CH2:19][CH2:20][CH2:21][C:22]([O:24][CH3:25])=[O:23])[CH:14]=[C:13]([O:26][CH2:27][CH2:28][CH2:29][CH2:30][CH2:31][CH2:32][CH2:33][CH2:34][CH2:35][CH2:36][CH2:37][CH2:38][CH2:39][CH2:40][CH2:41][CH2:42][CH2:43][CH3:44])[CH:12]=2)C=CC=CC=1.[H][H]>[Pd].C1COCC1>[CH3:25][O:24][C:22](=[O:23])[CH2:21][CH2:20][CH2:19][CH2:18][O:17][C:15]1[CH:14]=[C:13]([O:26][CH2:27][CH2:28][CH2:29][CH2:30][CH2:31][CH2:32][CH2:33][CH2:34][CH2:35][CH2:36][CH2:37][CH2:38][CH2:39][CH2:40][CH2:41][CH2:42][CH2:43][CH3:44])[CH:12]=[C:11]([NH2:10])[CH:16]=1. Procedure details: A mixture of 8.9 g of 3-(octadecyloxy)-5-[(5-methoxy-5-oxopentyl)oxy]phenylcarbamic acid phenylmethyl ester and 1.5 g of 10% palladium on carbon in 250 ml of THF was stirred in a hydrogen atmosphere at room temperature for 2.5 hours. The catalyst was removed by filtration and the filtrate was concentrated at reduced pressure to a solid which was triturated with hexane and filtered to give 6.8 g (97% yield, mp 57°-59°) of 5-[3-amino-5(octadecyloxy)phenoxy]pentanoic acid methyl ester. Starting materials: C(C)OC(CCCOC1=C(C(=CC=C1)CCCCCCOC1=CC(=CC(=C1)C1=CC=NC=C1)C1=CC2=C(OCO2)C=C1)CCC(=O)OCC)=O (4-{3-[6-(3-benzo[1,3]dioxol-5-yl-5-pyridin-4-yl-phenoxy)-hexyl]-2-(2-ethoxycarbonyl-ethyl)-phenoxy}-butyric acid ethyl ester), [OH-].[Na+] (sodium hydroxide). Yields the product O1COC2=C1C=CC(=C2)C=2C=C(OCCCCCCC=1C(=C(OCCCC(=O)O)C=CC1)CCC(=O)O)C=C(C2)C2=CC=NC=C2 (4-{3-[6-(3-benzo[1,3]dioxol-5-yl-5-pyridin-4-yl-phenoxy)-hexyl]-2-(2-carboxy-ethyl)-phenoxy}-butyric acid). Isolated yield 29.3%. RXN SMILES: C([O:3][C:4](=[O:50])[CH2:5][CH2:6][CH2:7][O:8][C:9]1[CH:14]=[CH:13][CH:12]=[C:11]([CH2:15][CH2:16][CH2:17][CH2:18][CH2:19][CH2:20][O:21][C:22]2[CH:27]=[C:26]([C:28]3[CH:33]=[CH:32][N:31]=[CH:30][CH:29]=3)[CH:25]=[C:24]([C:34]3[CH:42]=[CH:41][C:37]4[O:38][CH2:39][O:40][C:36]=4[CH:35]=3)[CH:23]=2)[C:10]=1[CH2:43][CH2:44][C:45]([O:47]CC)=[O:46])C.[OH-].[Na+]>>[O:38]1[C:37]2[CH:41]=[CH:42][C:34]([C:24]3[CH:23]=[C:22]([CH:27]=[C:26]([C:28]4[CH:29]=[CH:30][N:31]=[CH:32][CH:33]=4)[CH:25]=3)[O:21][CH2:20][CH2:19][CH2:18][CH2:17][CH2:16][CH2:15][C:11]3[C:10]([CH2:43][CH2:44][C:45]([OH:47])=[O:46])=[C:9]([CH:14]=[CH:13][CH:12]=3)[O:8][CH2:7][CH2:6][CH2:5][C:4]([OH:50])=[O:3])=[CH:35][C:36]=2[O:40][CH2:39]1 |f:1.2|. Procedure details: A similar procedure as described in Example 12, step 9 was used, starting from 4-{3-[6-(3-benzo[1,3]dioxol-5-yl-5-pyridin-4-yl-phenoxy)-hexyl]-2-(2-ethoxycarbonyl-ethyl)-phenoxy}-butyric acid ethyl ester (45 mg, 0.12 mmol) and 1.0 N aqueous sodium hydroxide (4 mL) to afford 4-{3-[6-(3-benzo[1,3]dioxol-5-yl-5-pyridin-4-yl-phenoxy)-hexyl]-2-(2-carboxy-ethyl)-phenoxy}-butyric acid (22 mg, 54%) as an amorphous white solid: ES(+)-HRMS m/e calculated for C37H39NO8 (M+H)+ 626.2749, found 626.2748. The reactants are BrCC1CC1, Cc1nc2c(cc1O)CC1CN(C(=O)OC(C)(C)C)CC(C)N21, [H-], [Na+]. Yields the product Cc1nc2c(cc1OCC1CC1)CC1CN(C(=O)OC(C)(C)C)CC(C)N21. As a reaction SMILES: [Br:26][CH2:27][CH:28]1[CH2:29][CH2:30]1.[C:1]([CH3:2])([CH3:3])([CH3:4])[O:5][C:6](=[O:7])[N:8]1[CH2:9][CH:10]2[CH2:11][c:12]3[cH:13][c:14]([OH:23])[c:15]([CH3:22])[n:16][c:17]3[N:18]2[CH:19]([CH3:21])[CH2:20]1.[H-:24].[Na+:25]>>[C:1]([CH3:2])([CH3:3])([CH3:4])[O:5][C:6](=[O:7])[N:8]1[CH2:9][CH:10]2[CH2:11][c:12]3[cH:13][c:14]([O:23][CH2:27][CH:28]4[CH2:29][CH2:30]4)[c:15]([CH3:22])[n:16][c:17]3[N:18]2[CH:19]([CH3:21])[CH2:20]1.